Dataset: the Open Reaction Database (ORD), a public repository of structured organic reaction records. Task: describe an organic reaction: reactants, conditions, products, and yield Reactants: O=C([O-])[O-], C1COCCO1, C=CC=O, [K+], [K+], O=Cc1cc(Oc2ccccc2)ccc1O, O. The product is O=CC1=Cc2cc(Oc3ccccc3)ccc2OC1. As a reaction SMILES: [C:17](=[O:18])([O-:19])[O-:20].[CH2:28]1[O:29][CH2:30][CH2:31][O:32][CH2:33]1.[CH:23](=[O:24])[CH:25]=[CH2:26].[K+:21].[K+:22].[O:1]([c:2]1[cH:3][cH:4][cH:5][cH:6][cH:7]1)[c:8]1[cH:9][cH:10][c:11]([OH:16])[c:12]([CH:13]=[O:14])[cH:15]1.[OH2:27]>>[O:1]([c:2]1[cH:3][cH:4][cH:5][cH:6][cH:7]1)[c:8]1[cH:9][cH:10][c:11]2[c:12]([cH:15]1)[CH:13]=[C:25]([CH:23]=[O:24])[CH2:26][O:16]2. The reactants are C(CCCCCCCC)(=O)Cl (nonanoyl chloride), C(C)(C)[N-]C(C)C.[Li+] (Lithium diisopropylamide), solution, C(C)(=O)OC(C=C)(CCC=C(C)C)C (3,7-dimethyl-1,6-octadien-3-yl acetate). The solvent is C1CCOC1 (THF). Conditions: temperature -78 celsius, time 15 minute. Product: C(CCCCCCCC)C(CC(=O)OC(C=C)(CCC=C(C)C)C)=O (3,7-dimethyl-1,6-octadien-3-yl 3-(nonanyl)-3-oxo-propionate). As a reaction SMILES: [CH:1]([N-]C(C)C)(C)C.[Li+].[C:9]([O:12][C:13]([CH3:22])([CH2:16][CH2:17][CH:18]=[C:19]([CH3:21])[CH3:20])[CH:14]=[CH2:15])(=[O:11])[CH3:10].[C:23](Cl)(=[O:32])[CH2:24][CH2:25][CH2:26][CH2:27][CH2:28][CH2:29][CH2:30][CH3:31]>C1COCC1>[CH2:24]([C:23](=[O:32])[CH2:10][C:9]([O:12][C:13]([CH3:22])([CH2:16][CH2:17][CH:18]=[C:19]([CH3:21])[CH3:20])[CH:14]=[CH2:15])=[O:11])[CH2:25][CH2:26][CH2:27][CH2:28][CH2:29][CH2:30][CH2:31][CH3:1] |f:0.1|. Reported procedure: Lithium diisopropylamide (133.7 mL of a 2.0 M solution, 0.267 mol) is placed into a 500 mL three-necked round-bottomed flask fitted with a magnetic stirrer, internal thermometer, argon inlet, and addition funnel. The flask is cooled to -78° C. 3,7-dimethyl-1,6-octadien-3-yl acetate (24.73 g, 0.126 mol) is dissolved in THF (40 mL) and the resulting solution added to the flask over 45 min. Once addition is complete, the mixture is stirred for an additional 15 min. before being treated with a solut... Starting materials: Br.BrC(C(=O)C1=CC=C(C=C1)F)C1=CC=NC=C1 (2-bromo-1-(4-fluorophenyl)-2-(4-pyridyl)ethanone hydrobromide), CC1=CC=C(C(=S)N)C=C1 (4-methyl(thiobenzamide)), C(O)([O-])=O.[Na+] (sodium hydrogencarbonate). The solvent is CN(C=O)C (N,N-dimethylformamide). Yields the product FC1=CC=C(C=C1)C=1N=C(SC1C1=CC=NC=C1)C1=CC=CC=C1 (4-(4-fluorophenyl)-2-phenyl-5-(4-pyridyl)-1,3-thiazole). Yield: 19.8%. Reaction SMILES: Br.Br[CH:3]([C:13]1[CH:18]=[CH:17][N:16]=[CH:15][CH:14]=1)[C:4]([C:6]1[CH:11]=[CH:10][C:9]([F:12])=[CH:8][CH:7]=1)=O.C[C:20]1[CH:28]=[CH:27][C:23]([C:24]([NH2:26])=[S:25])=[CH:22][CH:21]=1.C(=O)([O-])O.[Na+]>CN(C)C=O>[F:12][C:9]1[CH:10]=[CH:11][C:6]([C:4]2[N:26]=[C:24]([C:23]3[CH:27]=[CH:28][CH:20]=[CH:21][CH:22]=3)[S:25][C:3]=2[C:13]2[CH:18]=[CH:17][N:16]=[CH:15][CH:14]=2)=[CH:7][CH:8]=1 |f:0.1,3.4|. Reported procedure: A solution of 2-bromo-1-(4-fluorophenyl)-2-(4-pyridyl)ethanone hydrobromide (1.6 g, 4.1 mmol) and thiobenzamide (0.57 g, 4.2 mmol) in N,N-dimethylformamide (5 mL) was stirred at room temperature for 14 h. To the reaction mixture was poured aqueous sodium hydrogencarbonate solution and the precipitated solid was collected by filtration. The obtained solid was washed with water and dried. The crude crystals were recrystallized from ethyl acetate to give the title compound (0.27 g, yield 19%). The reactants are O=C([O-])[O-], C1COCCO1, CO, Cl, O=S(=O)(Cl)c1ccc(F)cc1, [K+], [K+], Nc1cc(Br)cnc1Cl, O, c1ccncc1. The product is O=S(=O)(Nc1cc(Br)cnc1Cl)c1ccc(F)cc1. As a reaction SMILES: [C:27](=[O:28])([O-:29])[O-:30].[CH2:35]1[O:36][CH2:37][CH2:38][O:39][CH2:40]1.[CH3:41][OH:42].[ClH:33].[F:16][c:17]1[cH:18][cH:19][c:20]([S:23](=[O:24])(=[O:25])[Cl:26])[cH:21][cH:22]1.[K+:31].[K+:32].[NH2:1][c:2]1[c:3]([Cl:9])[n:4][cH:5][c:6]([Br:8])[cH:7]1.[OH2:34].[cH:10]1[cH:11][cH:12][n:13][cH:14][cH:15]1>>[NH:1]([c:2]1[c:3]([Cl:9])[n:4][cH:5][c:6]([Br:8])[cH:7]1)[S:23]([c:20]1[cH:19][cH:18][c:17]([F:16])[cH:22][cH:21]1)(=[O:24])=[O:25]. Starting materials: [H][H] (hydrogen), FC(CCC1=CC=C(C=C1)O)(F)F (4-(3,3,3-trifluoropropyl)phenol). The reagents and catalysts are [Rh] (rhodium on carbon). The solvent is C(C)(C)O (isopropanol). Yields the product FC(CCC1CCC(CC1)O)(F)F (4-(3,3,3-trifluoropropyl)cyclohexanol). Reaction SMILES: [H][H].[F:3][C:4]([F:15])([F:14])[CH2:5][CH2:6][C:7]1[CH:12]=[CH:11][C:10]([OH:13])=[CH:9][CH:8]=1>C(O)(C)C.[Rh]>[F:3][C:4]([F:14])([F:15])[CH2:5][CH2:6][CH:7]1[CH2:12][CH2:11][CH:10]([OH:13])[CH2:9][CH2:8]1. Reported procedure: At 50° C. and 150 bar hydrogen pressure, 40.7 g of 4-(3,3,3-trifluoropropyl)phenol in 800 ml of isopropanol were hydrogenated using rhodium on carbon as catalyst for 20 h. The catalyst was filtered off and the reaction solution was concentrated, to give the title product as a colourless solid which was reacted further without any purification.